Dataset: the Open Reaction Database (ORD), a public repository of structured organic reaction records. Task: describe an organic reaction: reactants, conditions, products, and yield Starting materials: Cc1cc(CC(O)CO)c(OCc2ccccc2)c2c1CCC2, Cc1ccc(S(=O)(=O)Cl)cc1, c1ccncc1. Yields the product Cc1ccc(S(=O)(=O)OCC(O)Cc2cc(C)c3c(c2OCc2ccccc2)CCC3)cc1. As a reaction SMILES: [CH2:1]([c:2]1[cH:3][cH:4][cH:5][cH:6][cH:7]1)[O:8][c:9]1[c:10]2[c:14]([c:15]([CH3:23])[cH:16][c:17]1[CH2:18][CH:19]([CH2:20][OH:21])[OH:22])[CH2:13][CH2:12][CH2:11]2.[c:24]1([CH3:34])[cH:25][cH:26][c:27]([S:30](=[O:31])(=[O:32])[Cl:33])[cH:28][cH:29]1.[cH:35]1[cH:36][cH:37][n:38][cH:39][cH:40]1>>[CH2:1]([c:2]1[cH:3][cH:4][cH:5][cH:6][cH:7]1)[O:8][c:9]1[c:10]2[c:14]([c:15]([CH3:23])[cH:16][c:17]1[CH2:18][CH:19]([CH2:20][O:21][S:30]([c:27]1[cH:26][cH:25][c:24]([CH3:34])[cH:29][cH:28]1)(=[O:31])=[O:32])[OH:22])[CH2:13][CH2:12][CH2:11]2. Reactants: [Al+3], ClCCl, [Cl-], [Cl-], [Cl-], NS(=O)(=O)c1cc(C(=O)Cl)ccc1Cl, Cl, c1ccccc1. Product: NS(=O)(=O)c1cc(C(=O)c2ccccc2)ccc1Cl. Reaction SMILES: [Al+3:16].[CH2:26]([Cl:27])[Cl:28].[Cl-:15].[Cl-:17].[Cl-:18].[Cl:1][c:2]1[c:3]([S:11]([NH2:12])(=[O:13])=[O:14])[cH:4][c:5]([C:6](=[O:7])[Cl:8])[cH:9][cH:10]1.[ClH:25].[cH:19]1[cH:20][cH:21][cH:22][cH:23][cH:24]1>>[Cl:1][c:2]1[c:3]([S:11]([NH2:12])(=[O:13])=[O:14])[cH:4][c:5]([C:6](=[O:7])[c:19]2[cH:20][cH:21][cH:22][cH:23][cH:24]2)[cH:9][cH:10]1. Reactants: C=CC(=O)Cl, CCOC(=O)C(C)N, Cl, [Na+], [Na+], O=C([O-])[O-], c1ccccc1. Product: C=CC(=O)NC(C)C(=O)OCC. As a reaction SMILES: [C:10]([CH:11]=[CH2:12])(=[O:13])[Cl:14].[CH2:2]([CH3:3])[O:4][C:5]([CH:6]([NH2:7])[CH3:8])=[O:9].[ClH:1].[Na+:15].[Na+:16].[O-:17][C:18](=[O:19])[O-:20].[cH:21]1[cH:22][cH:23][cH:24][cH:25][cH:26]1>>[CH2:2]([CH3:3])[O:4][C:5]([CH:6]([NH:7][C:10]([CH:11]=[CH2:12])=[O:13])[CH3:8])=[O:9]. The reactants are [N+](=O)([O-])C1=C(C=CC(=C1)C(F)(F)F)N1C[C@H](CCC1)NC(OC(C)(C)C)=O ((S)-tert-butyl 1-(2-nitro-4-(trifluoromethyl)phenyl)piperidin-3-ylcarbamate), IC (iodomethane), [H-].[Na+] (sodium hydride), oil, O (Water). Solvent: C(C)OCC (diethyl ether), CN(C)C=O (DMF). Conditions: time 20 minute. Yields the product CN(C(OC(C)(C)C)=O)[C@@H]1CN(CCC1)C1=C(C=C(C=C1)C(F)(F)F)[N+](=O)[O-] ((S)-tert-butyl methyl(1-(2-nitro-4-(trifluoromethyl)phenyl)piperidin-3-yl)carbamate). Reaction SMILES: [N+:1]([C:4]1[CH:9]=[C:8]([C:10]([F:13])([F:12])[F:11])[CH:7]=[CH:6][C:5]=1[N:14]1[CH2:19][CH2:18][CH2:17][C@H:16]([NH:20][C:21](=[O:27])[O:22][C:23]([CH3:26])([CH3:25])[CH3:24])[CH2:15]1)([O-:3])=[O:2].[H-].[Na+].I[CH3:31].O>CN(C=O)C.C(OCC)C>[CH3:31][N:20]([C@H:16]1[CH2:17][CH2:18][CH2:19][N:14]([C:5]2[CH:6]=[CH:7][C:8]([C:10]([F:11])([F:12])[F:13])=[CH:9][C:4]=2[N+:1]([O-:3])=[O:2])[CH2:15]1)[C:21](=[O:27])[O:22][C:23]([CH3:24])([CH3:26])[CH3:25] |f:1.2|. Procedure details: To an orange solution of (S)-tert-butyl 1-(2-nitro-4-(trifluoromethyl)phenyl)piperidin-3-ylcarbamate (1.50 g, 3.9 mmol) in DMF at 0 deg. C. was added sodium hydride, 60% dispersion in mineral oil (0.19 g, 4.8 mmol). Bubbling was observed, and the solution became darker orange. After about 20 min, iodomethane (0.30 ml, 4.8 mmol) was added dropwise via syringe. The orange mixture was allowed to warm to room temperature over 30 min. Water was added, followed by diethyl ether. The organics were wash... The reactants are hydroxy diester, O=C[C@H](O)[C@@H](O)[C@H](O)[C@H](O)CO (glucose), P(=O)([O-])([O-])[O-].[K+].[K+].[K+] (potassium phosphate), [Na+].[Cl-] (NaCl), O=C[C@H](O)[C@@H](O)[C@H](O)[C@H](O)CO (glucose), C(C)OC(C(C(C(C(=O)OCC)=O)=O)CC(C)C)=O (2-isobutyl-3-ketoketoglutarate diethyl ester). The solvent is C(C)(=O)OCC (ethyl acetate), OCC(O)CO (glycerol), CS(=O)C (DMSO). Run at time 48 hour. Yields the product C(C)OC(C(C(CC(=O)OCC)=O)CC(C)C)=O (2-isobutyl-3-ketoglutarate Diethyl Ester). RXN SMILES: P([O-])([O-])([O-])=O.[K+].[K+].[K+].[Na+].[Cl-].O=C[C@@H]([C@H]([C@@H]([C@@H](CO)O)O)O)O.[CH2:23]([O:25][C:26](=[O:41])[CH:27]([CH2:37][CH:38]([CH3:40])[CH3:39])[C:28](=[O:36])[C:29](=O)[C:30]([O:32][CH2:33][CH3:34])=[O:31])[CH3:24]>C(OCC)(=O)C.OCC(CO)O.CS(C)=O>[CH2:23]([O:25][C:26](=[O:41])[CH:27]([CH2:37][CH:38]([CH3:39])[CH3:40])[C:28](=[O:36])[CH2:29][C:30]([O:32][CH2:33][CH3:34])=[O:31])[CH3:24] |f:0.1.2.3,4.5|. Procedure: To 40 μL of 300 mM potassium phosphate buffer, pH=6.5, containing NaCl (100 mM), DMSO (3% v:v), glucose (200 mM), and glycerol (10% v:v), 40 mM of 2-isobutyl-3-ketoketoglutarate diethyl ester was added along with 100 mg of lyophilized KRED 1001 and 30 mg of glucose dehydrogenase. The reaction mixture was incubated for 48 hours at 37° C. Gas chromatographic analysis showed that the yield of hydroxy diester product was greater than 80%. The product was isolated by extraction of the reaction mixtur... Starting materials: C(C(C)C)OCCC1=CC=C(OCC2CO2)C=C1 (1-[4-(2-isobutoxyethyl)-phenoxy]-2,3-epoxypropane), NCCN1C(=NC2=C1C=CC(=C2)C=2CCC(NN2)=O)C (6-[1-(2-aminoethyl)-2-methyl-benzimidazol-5-yl]-4,5-dihydro-3(2H)-pyridazinone). Yields the product C(C(C)C)OCCC1=CC=C(OCC(CNCCN2C(=NC3=C2C=CC(=C3)C=3CCC(NN3)=O)C)O)C=C1 (6-[1-[2-[3-(4-(2-Isobutoxyethyl)phenoxy)-2-hydroxypropylamino]ethyl]-2-methyl-benzimidazol-5-yl]-4,5-dihydro-3(2H)-pyridazinone). RXN SMILES: [CH2:1]([O:5][CH2:6][CH2:7][C:8]1[CH:18]=[CH:17][C:11]([O:12][CH2:13][CH:14]2[O:16][CH2:15]2)=[CH:10][CH:9]=1)[CH:2]([CH3:4])[CH3:3].[NH2:19][CH2:20][CH2:21][N:22]1[C:26]2[CH:27]=[CH:28][C:29]([C:31]3[CH2:32][CH2:33][C:34](=[O:37])[NH:35][N:36]=3)=[CH:30][C:25]=2[N:24]=[C:23]1[CH3:38]>>[CH2:1]([O:5][CH2:6][CH2:7][C:8]1[CH:18]=[CH:17][C:11]([O:12][CH2:13][CH:14]([OH:16])[CH2:15][NH:19][CH2:20][CH2:21][N:22]2[C:26]3[CH:27]=[CH:28][C:29]([C:31]4[CH2:32][CH2:33][C:34](=[O:37])[NH:35][N:36]=4)=[CH:30][C:25]=3[N:24]=[C:23]2[CH3:38])=[CH:10][CH:9]=1)[CH:2]([CH3:4])[CH3:3]. Procedure details: Prepared analogously to Example 1 from 1-[4-(2-isobutoxyethyl)-phenoxy]-2,3-epoxypropane and 6-[1-(2-aminoethyl)-2-methyl-benzimidazol-5-yl]-4,5-dihydro-3(2H)-pyridazinone. The reactants are CO, NC(=O)c1[nH]c2ccc(C#Cc3ccccc3)cc2c1S(=O)(=O)N1CCOCC1. Yields the product NC(=O)c1[nH]c2ccc(CCc3ccccc3)cc2c1S(=O)(=O)N1CCOCC1. As a reaction SMILES: [CH3:30][OH:31].[O:1]1[CH2:2][CH2:3][N:4]([S:7](=[O:8])(=[O:9])[c:10]2[c:11]([C:27](=[O:28])[NH2:29])[nH:12][c:13]3[cH:14][cH:15][c:16]([C:19]#[C:20][c:21]4[cH:22][cH:23][cH:24][cH:25][cH:26]4)[cH:17][c:18]23)[CH2:5][CH2:6]1>>[O:1]1[CH2:2][CH2:3][N:4]([S:7](=[O:8])(=[O:9])[c:10]2[c:11]([C:27](=[O:28])[NH2:29])[nH:12][c:13]3[cH:14][cH:15][c:16]([CH2:19][CH2:20][c:21]4[cH:22][cH:23][cH:24][cH:25][cH:26]4)[cH:17][c:18]23)[CH2:5][CH2:6]1. Starting materials: FC=1C=C(C=CC1F)CCCO (3-(3,4difluorophenyl)propanol), C1(=CC=CC=C1)P(C1=CC=CC=C1)C1=CC=CC=C1 (triphenylphosphine), N1C=NC=C1 (imidazole), II (iodine). The solvent is CCOCC.CC#N (ether CH3CN), CCOCC (ether). Conditions: time 1 hour. Yields the product hexanes EtOAc, ICCCC1=CC(=C(C=C1)F)F (1-Iodo-3-(3,4-difluorophenyl)propane). Isolated yield 99.3%. As a reaction SMILES: [F:1][C:2]1[CH:3]=[C:4]([CH2:9][CH2:10][CH2:11]O)[CH:5]=[CH:6][C:7]=1[F:8].C1(P(C2C=CC=CC=2)C2C=CC=CC=2)C=CC=CC=1.N1C=CN=C1.[I:37]I>CCOCC.CCOCC.CC#N>[I:37][CH2:11][CH2:10][CH2:9][C:4]1[CH:5]=[CH:6][C:7]([F:8])=[C:2]([F:1])[CH:3]=1 |f:5.6|. Reported procedure: A solution of 2.00 g (11.6 mmol) of 3-(3,4difluorophenyl)propanol (from EXAMPLE 199, Step A), 3.96 g (15.1 mmol) of triphenylphosphine and 1.03 g (15.1 mmol) of imidazole in 2:1 v/v ether/CH3CN at 0° C. was treated with 4.10 g (16.3 mmol) of iodine. The resulting mixture was warmed to rt and stirred for 1 h. The mixture was diluted with 200 mL ether, and washed with sat'd Na2S2O3 (2×30 mL) and sat'd CuSO4 (30 mL). The organic phase was dried over MgSO4 and concentrated. The residue was partially...